This data is from the Open Reaction Database (ORD), a public repository of structured organic reaction records. The task is: describe an organic reaction: reactants, conditions, products, and yield Reactants: Cl.NC1CCN(CC1)C1=NC(=CC(=C1)C(C)=O)Cl (1-[2-(4-aminopiperidin-1-yl)-6-chloropyridin-4-yl]ethanone hydrochloride salt), Cl.NC1CCN(CC1)C1=NC(=CC(=C1)C(C)=O)Cl (1-[2-(4-aminopiperidin-1-yl)-6-chloropyridin-4-yl]ethanone hydrochloride salt), BrC=1C=C(NC1C)C(=O)O (4-Bromo-5-methyl-1H-pyrrole-2-carboxylic acid), BrC=1C=C(NC1C)C(=O)O (4-Bromo-5-methyl-1H-pyrrole-2-carboxylic acid). Yields the product C(C)(=O)C1=CC(=NC(=C1)Cl)N1CCC(CC1)NC(=O)C=1NC(=C(C1)Br)C (N-[1-(4-Acetyl-6-chloro-2-pyridinyl)-4-piperidinyl]-4-bromo-5-methyl-1H-pyrrole-2-carboxamide). As a reaction SMILES: Cl.[NH2:2][CH:3]1[CH2:8][CH2:7][N:6]([C:9]2[CH:14]=[C:13]([C:15](=[O:17])[CH3:16])[CH:12]=[C:11]([Cl:18])[N:10]=2)[CH2:5][CH2:4]1.[Br:19][C:20]1[CH:21]=[C:22]([C:26](O)=[O:27])[NH:23][C:24]=1[CH3:25]>>[C:15]([C:13]1[CH:12]=[C:11]([Cl:18])[N:10]=[C:9]([N:6]2[CH2:7][CH2:8][CH:3]([NH:2][C:26]([C:22]3[NH:23][C:24]([CH3:25])=[C:20]([Br:19])[CH:21]=3)=[O:27])[CH2:4][CH2:5]2)[CH:14]=1)(=[O:17])[CH3:16] |f:0.1|. Procedure details: The title compound was synthesized by an analogous method to Example 42 starting from 1-1-[2-(4-aminopiperidin-1-yl)-6-chloropyridin-4-yl]ethanone hydrochloride salt (Intermediate 197) and 4-Bromo-5-methyl-1H-pyrrole-2-carboxylic acid (Intermediate 18).